From a dataset of the Open Reaction Database (ORD), a public repository of structured organic reaction records. describe an organic reaction: reactants, conditions, products, and yield Reactants: BrCC1CO1, O=C([O-])[O-], COc1cc2c(Oc3cc(C)c(C)nc3-c3ccccn3)ccnc2cc1O, CN(C)C=O, [K+], [K+]. Yields the product COc1cc2c(Oc3cc(C)c(C)nc3-c3ccccn3)ccnc2cc1OCC1CO1. As a reaction SMILES: [Br:35][CH2:36][CH:37]1[CH2:38][O:39]1.[C:29](=[O:30])([O-:31])[O-:32].[CH3:1][c:2]1[cH:3][c:4]([O:15][c:16]2[cH:17][cH:18][n:19][c:20]3[cH:21][c:22]([OH:28])[c:23]([O:26][CH3:27])[cH:24][c:25]23)[c:5](-[c:9]2[n:10][cH:11][cH:12][cH:13][cH:14]2)[n:6][c:7]1[CH3:8].[CH3:40][N:41]([CH3:42])[CH:43]=[O:44].[K+:33].[K+:34]>>[CH3:1][c:2]1[cH:3][c:4]([O:15][c:16]2[cH:17][cH:18][n:19][c:20]3[cH:21][c:22]([O:28][CH2:36][CH:37]4[CH2:38][O:39]4)[c:23]([O:26][CH3:27])[cH:24][c:25]23)[c:5](-[c:9]2[n:10][cH:11][cH:12][cH:13][cH:14]2)[n:6][c:7]1[CH3:8]. Reactants: ClC1=CC=C2C(C(NC2=C1)=O)=C(CCC=C)C1=CC(=CC=C1)Cl (6-chloro-3-(1-(3-chlorophenyl)pent-4-enylidene)indolin-2-one), O (water), [BH4-].[Na+] (sodium borohydride), [BH4-].[Na+] (sodium borohydride). Solvent: CO (MeOH). Run at time 30 minute. The product is ClC1=CC=C2C(C(NC2=C1)=O)C(CCC=C)C1=CC(=CC=C1)Cl (6-chloro-3-(1-(3-chlorophenyl)pent-4-enyl)indolin-2-one). Reaction SMILES: [Cl:1][C:2]1[CH:10]=[C:9]2[C:5]([C:6](=[C:12]([C:17]3[CH:22]=[CH:21][CH:20]=[C:19]([Cl:23])[CH:18]=3)[CH2:13][CH2:14][CH:15]=[CH2:16])[C:7](=[O:11])[NH:8]2)=[CH:4][CH:3]=1.[BH4-].[Na+].O>CO>[Cl:1][C:2]1[CH:10]=[C:9]2[C:5]([CH:6]([CH:12]([C:17]3[CH:22]=[CH:21][CH:20]=[C:19]([Cl:23])[CH:18]=3)[CH2:13][CH2:14][CH:15]=[CH2:16])[C:7](=[O:11])[NH:8]2)=[CH:4][CH:3]=1 |f:1.2|. Procedure: To a yellow slurry of 6-chloro-3-(1-(3-chlorophenyl)pent-4-enylidene)indolin-2-one (Example 62, Step B) (12.81 g, 37.2 mmol) in MeOH (200 mL) at room temperature was slowly added sodium borohydride (1.689 g, 44.7 mmol). Evolution of gas was observed. The yellow reaction mixture was stirred at room temperature for 30 min. Additional sodium borohydride (1.689 g, 44.7 mmol) was slowly added and the reaction mixture was stirred at room temperature for 1 h. The reaction mixture was poured into water ... Reactants: NC1=NC=CC(=C1)CNC1=C(C(=O)NC2=CC(=CC=C2)C(F)(F)F)C=CC=C1 (2-[(2-amino-pyridin-4-ylmethyl)-amino]-N-(3-trifluoromethyl-phenyl)-benzamide), C(C1=CC=CC=C1)N=C=O (benzyl isocyanate). Run in C(Cl)Cl (methylene chloride). Reaction conditions: time 8 hour. The product is C(C1=CC=CC=C1)NC(NC1=NC=CC(=C1)CNC1=C(C(=O)NC2=CC(=CC=C2)C(F)(F)F)C=CC=C1)=O (2-{[2-(3-benzyl-ureido)-pyridin-4-ylmethyl]-amino}-N-(3-trifluoromethyl-phenyl)-benzamide). Yield: 48.9%. As a reaction SMILES: [NH2:1][C:2]1[CH:7]=[C:6]([CH2:8][NH:9][C:10]2[CH:28]=[CH:27][CH:26]=[CH:25][C:11]=2[C:12]([NH:14][C:15]2[CH:20]=[CH:19][CH:18]=[C:17]([C:21]([F:24])([F:23])[F:22])[CH:16]=2)=[O:13])[CH:5]=[CH:4][N:3]=1.[CH2:29]([N:36]=[C:37]=[O:38])[C:30]1[CH:35]=[CH:34][CH:33]=[CH:32][CH:31]=1>C(Cl)Cl>[CH2:29]([NH:36][C:37](=[O:38])[NH:1][C:2]1[CH:7]=[C:6]([CH2:8][NH:9][C:10]2[CH:28]=[CH:27][CH:26]=[CH:25][C:11]=2[C:12]([NH:14][C:15]2[CH:20]=[CH:19][CH:18]=[C:17]([C:21]([F:22])([F:24])[F:23])[CH:16]=2)=[O:13])[CH:5]=[CH:4][N:3]=1)[C:30]1[CH:35]=[CH:34][CH:33]=[CH:32][CH:31]=1. Reported procedure: 100 mg (0.26 mmol) of 2-[(2-amino-pyridin-4-ylmethyl)-amino]-N-(3-trifluoromethyl-phenyl)-benzamide is mixed in 2.5 ml of methylene chloride with 37.9 mg (0.29 mmol) of benzyl isocyanate, and it is stirred overnight at room temperature. After concentration by evaporation, the residue is chromatographed. 66 mg (49% of theory) of 2-{[2-(3-benzyl-ureido)-pyridin-4-ylmethyl]-amino}-N-(3-trifluoromethyl-phenyl)-benzamide with a melting point of 153° C. is obtained.